Dataset: the Open Reaction Database (ORD), a public repository of structured organic reaction records. Task: describe an organic reaction: reactants, conditions, products, and yield The reactants are CC(C)(C)c1cc(N)n(-c2cccc(C(N)=O)c2)n1, O=S(Cl)Cl. Yields the product CC(C)(C)c1cc(N)n(-c2cccc(C#N)c2)n1. RXN SMILES: [NH2:1][c:2]1[cH:3][c:4]([C:16]([CH3:17])([CH3:18])[CH3:19])[n:5][n:6]1-[c:7]1[cH:8][c:9]([C:10](=[O:11])[NH2:12])[cH:13][cH:14][cH:15]1.[S:20]([Cl:21])([Cl:22])=[O:23]>>[NH2:1][c:2]1[cH:3][c:4]([C:16]([CH3:17])([CH3:18])[CH3:19])[n:5][n:6]1-[c:7]1[cH:8][c:9]([C:10]#[N:12])[cH:13][cH:14][cH:15]1. Reactants: COC(=O)C(Cc1ccc(Cl)c(Cl)c1)NC(=O)c1ccc(I)cc1NS(=O)(=O)c1cccc2nsnc12, COC(=O)C(Cc1ccc(Cl)c(Cl)c1)NC(=O)c1ccc(I)cc1N, O=S(=O)(Cl)c1cccc2nsnc12, ClCCl, NCCN(CCN)CCN, c1ccncc1. Product: O=C(NC(Cc1ccc(Cl)c(Cl)c1)C(=O)O)c1ccc(I)cc1NS(=O)(=O)c1cccc2nsnc12. As a reaction SMILES: [CH3:1][O:2][C:3]([CH:4]([CH2:5][c:6]1[cH:7][c:8]([Cl:13])[c:9]([Cl:12])[cH:10][cH:11]1)[NH:14][C:15]([c:16]1[c:17]([NH:23][S:24](=[O:25])(=[O:26])[c:27]2[cH:28][cH:29][cH:30][c:31]3[c:32]2[n:33][s:34][n:35]3)[cH:18][c:19]([I:22])[cH:20][cH:21]1)=[O:36])=[O:37].[CH3:38][O:39][C:40](=[O:41])[CH:42]([NH:43][C:44](=[O:45])[c:46]1[cH:47][cH:48][c:49]([I:50])[cH:51][c:52]1[NH2:53])[CH2:54][c:55]1[cH:56][cH:57][c:58]([Cl:59])[c:60]([Cl:61])[cH:62]1.[Cl:63][S:64]([c:65]1[c:66]2[c:67]([n:68][s:69][n:70]2)[cH:71][cH:72][cH:73]1)(=[O:74])=[O:75].[Cl:92][CH2:93][Cl:94].[NH2:82][CH2:83][CH2:84][N:85]([CH2:86][CH2:87][NH2:88])[CH2:89][CH2:90][NH2:91].[cH:76]1[cH:77][cH:78][n:79][cH:80][cH:81]1>>[O:2]=[C:3]([CH:4]([CH2:5][c:6]1[cH:7][c:8]([Cl:13])[c:9]([Cl:12])[cH:10][cH:11]1)[NH:14][C:15]([c:16]1[c:17]([NH:23][S:24](=[O:25])(=[O:26])[c:27]2[cH:28][cH:29][cH:30][c:31]3[c:32]2[n:33][s:34][n:35]3)[cH:18][c:19]([I:22])[cH:20][cH:21]1)=[O:36])[OH:37]. Reactants: C(=O)([O-])[O-].[Na+].[Na+] (Na2CO3), CCO (EtOH), NC1=C(C(=O)O)C=CC=N1 (2-amino-nicotinic acid), OS(=O)(=O)O (H2SO4). Solvent: O (H2O). Run at temperature 75 celsius, time 8 hour. Product: C(C)OC(C1=C(N=CC=C1)N)=O (2-amino-nicotinic acid ethyl ester). As a reaction SMILES: [CH3:1][CH2:2][OH:3].[NH2:4][C:5]1[N:13]=[CH:12][CH:11]=[CH:10][C:6]=1[C:7](O)=[O:8].OS(O)(=O)=O.C([O-])([O-])=O.[Na+].[Na+]>O>[CH2:2]([O:3][C:7](=[O:8])[C:6]1[CH:10]=[CH:11][CH:12]=[N:13][C:5]=1[NH2:4])[CH3:1] |f:3.4.5|. Reported procedure: EtOH (500 mL) was added to 2-amino-nicotinic acid (25 g), followed by H2SO4 (25 mL, conc), and the mixture stirred at 75° C. overnight. The reaction mixture was then redissolved in H2O, neutralized with Na2CO3 (aq), and the resulting precipitate filtered and dried to provide 2-amino-nicotinic acid ethyl ester, which was used without further purification. Reactants: CC(C)(C)[Si](C)(C)Cl, CCOC(C)=O, CN(C)C=O, c1c[nH]cn1, OCCc1ccsc1. The product is CC(C)(C)[Si](C)(C)OCCc1ccsc1. As a reaction SMILES: [C:1]([CH3:2])([CH3:3])([CH3:4])[Si:5]([CH3:6])([CH3:7])[Cl:8].[CH3:27][CH2:28][O:29][C:30](=[O:31])[CH3:32].[O:22]=[CH:23][N:24]([CH3:25])[CH3:26].[nH:17]1[cH:18][cH:19][n:20][cH:21]1.[s:9]1[cH:10][c:11]([CH2:14][CH2:15][OH:16])[cH:12][cH:13]1>>[C:1]([CH3:2])([CH3:3])([CH3:4])[Si:5]([CH3:6])([CH3:7])[O:16][CH2:15][CH2:14][c:11]1[cH:10][s:9][cH:13][cH:12]1. Reactants: CC=1C(=NOC1)NC(P(OCC)(OCC)=O)P(OCC)(OCC)=O (tetraethyl [(4-methyl-3-isoxazolyl)amino]methylene-bis(phosphonate)). The solvent is Cl (hydrochloric acid). Product: CC=1C(=NOC1)NC(P(O)(O)=O)P(O)(O)=O ([(4-methyl-3-isoxazolyl)amino]methylene-bis(phosphonic acid)). Yield: 79.4%. Reaction SMILES: [CH3:1][C:2]1[C:3]([NH:7][CH:8]([P:17](=[O:24])([O:21]CC)[O:18]CC)[P:9](=[O:16])([O:13]CC)[O:10]CC)=[N:4][O:5][CH:6]=1>Cl>[CH3:1][C:2]1[C:3]([NH:7][CH:8]([P:17](=[O:18])([OH:24])[OH:21])[P:9](=[O:10])([OH:13])[OH:16])=[N:4][O:5][CH:6]=1. Reported procedure: A solution of 3.2 g of tetraethyl [(4-methyl-3-isoxazolyl)amino]methylene-bis(phosphonate) in 32 ml of concentrated hydrochloric acid was heated under reflux for 4 hours. After the reaction mixture was concentrated, the solid obtained was washed with a mixture of methanol-acetonitrile-acetone to give 1.8 g of [(4-methyl-3-isoxazolyl)amino]methylene-bis(phosphonic acid) as a solid. The reactants are [Br-], O=C(Cl)Oc1ccc(Oc2ccc(C(F)(F)F)cn2)cc1, [K+], OCCOCCN1CCNCC1. Product: O=C(Oc1ccc(Oc2ccc(C(F)(F)F)cn2)cc1)N1CCN(CCOCCO)CC1, Cl. RXN SMILES: [Br-:34].[Cl:1][C:2](=[O:3])[O:4][c:5]1[cH:6][cH:7][c:8]([O:11][c:12]2[n:13][cH:14][c:15]([C:18]([F:19])([F:20])[F:21])[cH:16][cH:17]2)[cH:9][cH:10]1.[K+:35].[OH:22][CH2:23][CH2:24][O:25][CH2:26][CH2:27][N:28]1[CH2:29][CH2:30][NH:31][CH2:32][CH2:33]1>>[C:2](=[O:3])([O:4][c:5]1[cH:6][cH:7][c:8]([O:11][c:12]2[n:13][cH:14][c:15]([C:18]([F:19])([F:20])[F:21])[cH:16][cH:17]2)[cH:9][cH:10]1)[N:31]1[CH2:30][CH2:29][N:28]([CH2:27][CH2:26][O:25][CH2:24][CH2:23][OH:22])[CH2:33][CH2:32]1.[ClH:1]. Starting materials: ClC1=C(C(=O)NCC2=CC=C(C=C2)C2=CC(NC=C2)=O)C(=CC=C1)Cl (2,6-Dichloro-N-[4-(2-oxo-1,2-dihydro-pyridin-4-yl)-benzyl]-benzamide), ClCOC(=O)Cl (Chloromethylchloroformate), CN(C)C=O (DMF). The solvent is C(C)(=O)OCC (ethyl acetate). Reaction conditions: time 5 hour. The product is ClC1=C(C(=O)NCC2=CC=C(C=C2)C2=CC(N(C=C2)CCl)=O)C(=CC=C1)Cl (2,6-dichloro-N-[4-(1-chloromethyl-2-oxo-1,2-dihydro-pyridin-4-yl)-benzyl]-benzamide). RXN SMILES: [Cl:1][C:2]1[CH:24]=[CH:23][CH:22]=[C:21]([Cl:25])[C:3]=1[C:4]([NH:6][CH2:7][C:8]1[CH:13]=[CH:12][C:11]([C:14]2[CH:19]=[CH:18][NH:17][C:16](=[O:20])[CH:15]=2)=[CH:10][CH:9]=1)=[O:5].[Cl:26][CH2:27]OC(Cl)=O.CN(C=O)C>C(OCC)(=O)C>[Cl:1][C:2]1[CH:24]=[CH:23][CH:22]=[C:21]([Cl:25])[C:3]=1[C:4]([NH:6][CH2:7][C:8]1[CH:13]=[CH:12][C:11]([C:14]2[CH:19]=[CH:18][N:17]([CH2:27][Cl:26])[C:16](=[O:20])[CH:15]=2)=[CH:10][CH:9]=1)=[O:5]. Procedure details: 2,6-Dichloro-N-[4-(2-oxo-1,2-dihydro-pyridin-4-yl)-benzyl]-benzamide (1.62 g, 4.34 mmol) was suspended in 15 mL dichloromethone. Chloromethylchloroformate (0.672 g, 5.21 mmol) was added followed by 3 mL DMF. The mixture was stirred at room temperature for five hours. After diluting with 200 mL ethyl acetate, the organic phase was washed with saturated, aqueous sodium bicarbonate solution and brine, dried with magnesium sulfate and evaporated under vacuum. The crude 2,6-dichloro-N-[4-(1-chloromet...